Task: describe an organic reaction: reactants, conditions, products, and yield. Dataset: the Open Reaction Database (ORD), a public repository of structured organic reaction records The reactants are CN1CC2(CCNCC2)C2=CC=CC=C12 (1-methylspiro[indoline-3,4′-piperidine]), BrCC1=CC=C(COC2=CC=C(C=C2)[C@H](CC(=O)OCC)C#CC)C=C1 (ethyl (3S)-3-(4-{[4-(bromomethyl)benzyl]oxy}phenyl)hex-4-ynoate), C(=O)([O-])[O-].[Cs+].[Cs+] (Cs2CO3). Run in CN(C)C=O (DMF), O (water). Run at time 16 hour. Yields the product CN1CC2(CCN(CC2)CC2=CC=C(C=C2)COC2=CC=C(C=C2)[C@H](CC(=O)OCC)C#CC)C2=CC=CC=C12 (Ethyl (3S)-3-[4-[[4-[(1-methylspiro[indoline-3,4′-piperidine]-1′-yl)methyl]phenyl]methoxy]phenyl]hex-4-ynoate). Yield: 86.8%. Reaction SMILES: [CH3:1][N:2]1[C:15]2[C:10](=[CH:11][CH:12]=[CH:13][CH:14]=2)[C:4]2([CH2:9][CH2:8][NH:7][CH2:6][CH2:5]2)[CH2:3]1.Br[CH2:17][C:18]1[CH:41]=[CH:40][C:21]([CH2:22][O:23][C:24]2[CH:29]=[CH:28][C:27]([C@@H:30]([C:37]#[C:38][CH3:39])[CH2:31][C:32]([O:34][CH2:35][CH3:36])=[O:33])=[CH:26][CH:25]=2)=[CH:20][CH:19]=1.C([O-])([O-])=O.[Cs+].[Cs+]>CN(C=O)C.O>[CH3:1][N:2]1[C:15]2[C:10](=[CH:11][CH:12]=[CH:13][CH:14]=2)[C:4]2([CH2:5][CH2:6][N:7]([CH2:17][C:18]3[CH:19]=[CH:20][C:21]([CH2:22][O:23][C:24]4[CH:29]=[CH:28][C:27]([C@@H:30]([C:37]#[C:38][CH3:39])[CH2:31][C:32]([O:34][CH2:35][CH3:36])=[O:33])=[CH:26][CH:25]=4)=[CH:40][CH:41]=3)[CH2:8][CH2:9]2)[CH2:3]1 |f:2.3.4|. Procedure: A mixture of 1-methylspiro[indoline-3,4′-piperidine] (0.0486 g, 0.204 mmol), ethyl (3S)-3-(4-{[4-(bromomethyl)benzyl]oxy}phenyl)hex-4-ynoate (0.100 g, 0.24 mmol), and Cs2CO3 (0.156 g, 0.48 mmol) in DMF (5 mL) is stirred at room temperature for 16 hours. The reaction mixture is diluted with water (30 mL) and extracted with EtOAc (3×25 mL). The combined organic layer is washed with water (3×25 mL) and saturated brine solution (25 mL), dried with a drying agent, filtered, and evaporated to dryness ... Reactants: Cl (hydrochloric acid), OC1=CC=C(C=C1)CC(C(=O)O)=O (4-hydroxyphenylpyruvic acid), N[C@@H](CC1=CC=C(C=C1)O)C(=O)O (tyrosine), [BH4-].[Na+] (sodium borohydride). Run in CO (methanol). Reaction conditions: temperature 60 celsius, time 6 hour. Product: C(C)(C)OC(C(NC(C(=O)OC(C)C)CC1=CC=C(C=C1)O)CC1=CC=C(C=C1)O)=O (2,4-Bis-(4-hydroxybenzyl)-3-azaglutaric acid-diisopropyl ester). As a reaction SMILES: [OH:1][C:2]1[CH:7]=[CH:6][C:5]([CH2:8][C:9](=O)[C:10]([OH:12])=[O:11])=[CH:4][CH:3]=1.[NH2:14][C@H:15]([C:24]([OH:26])=[O:25])[CH2:16][C:17]1[CH:22]=[CH:21][C:20]([OH:23])=[CH:19][CH:18]=1.[BH4-].[Na+].Cl>CO>[CH:2]([O:25][C:24](=[O:26])[CH:15]([CH2:16][C:17]1[CH:18]=[CH:19][C:20]([OH:23])=[CH:21][CH:22]=1)[NH:14][CH:9]([CH2:8][C:5]1[CH:6]=[CH:7][C:2]([OH:1])=[CH:3][CH:4]=1)[C:10]([O:12][CH:5]([CH3:6])[CH3:4])=[O:11])([CH3:7])[CH3:3] |f:2.3|. Procedure details: 9.01 g (50.0 mmol) of 4-hydroxyphenylpyruvic acid and 9.06 g (50.0 mmol) of tyrosine are dissolved in 60 ml of methanol and stirred for six hours at 60° C. Then, it is allowed to cool to room temperature and 0.76 g (20 mmol) of sodium borohydride is added. It is allowed to stir overnight and then the reaction mixture is mixed carefully with diluted hydrochloric acid until no more gas generation can be observed. The reaction mixture is concentrated by evaporation and dried in an oil pump vacuum f... Reactants: O (water), FC1=C(C=C(C=C1)C)NC(=O)NC1=CC=C(OC2=CC(=NC=C2)C2=CC(=CN2)C(=O)O)C=C1 (5-{4-[4-({[(2-fluoro-5-methylphenyl)amino]carbonyl}amino)phenoxy]pyridin-2-yl}-1H-pyrrole-3-carboxylic acid), C(CO)O (ethylene glycol), 1-Ethyl-3-(3-dimethyllaminopropyl)carbodiimide hydrochloride, Cl (HCl). Reagents/catalysts: CN(C1=CC=NC=C1)C (4-dimethylaminopyridine). Solvent: C1CCOC1 (THF). Run at temperature 60 celsius, time 16 hour. Yields the product FC1=C(C=C(C=C1)C)NC(=O)NC1=CC=C(OC2=CC(=NC=C2)C2=CC(=CN2)C(=O)OCCO)C=C1 (2-hydroxyethyl 5-{4-[4-({[(2-fluoro-5-methylphenyl)amino]carbonyl}amino)phenoxy]pyridin-2-yl}-1H-pyrrole-3-carboxylate). As a reaction SMILES: [F:1][C:2]1[CH:7]=[CH:6][C:5]([CH3:8])=[CH:4][C:3]=1[NH:9][C:10]([NH:12][C:13]1[CH:33]=[CH:32][C:16]([O:17][C:18]2[CH:23]=[CH:22][N:21]=[C:20]([C:24]3[NH:28][CH:27]=[C:26]([C:29]([OH:31])=[O:30])[CH:25]=3)[CH:19]=2)=[CH:15][CH:14]=1)=[O:11].[CH2:34](O)[CH2:35][OH:36].O.Cl>CN(C)C1C=CN=CC=1.C1COCC1>[F:1][C:2]1[CH:7]=[CH:6][C:5]([CH3:8])=[CH:4][C:3]=1[NH:9][C:10]([NH:12][C:13]1[CH:14]=[CH:15][C:16]([O:17][C:18]2[CH:23]=[CH:22][N:21]=[C:20]([C:24]3[NH:28][CH:27]=[C:26]([C:29]([O:31][CH2:34][CH2:35][OH:36])=[O:30])[CH:25]=3)[CH:19]=2)=[CH:32][CH:33]=1)=[O:11]. Reported procedure: A mixture of 5-{4-[4-({[(2-fluoro-5-methylphenyl)amino]carbonyl}amino)phenoxy]pyridin-2-yl}-1H-pyrrole-3-carboxylic acid (50 mg, 0.11 mmol), ethylene glycol (1 ml), 1-Ethyl-3-(3-dimethyllaminopropyl)carbodiimide hydrochloride (EDC.HCl, 25 mg, 0.13 mmol) and 4-dimethylaminopyridine (DMAP, 5 mg, 0.04 mmol) in anhydrous THF (10 ml) was stirred at 60° C. for 16 hours. The mixture was poured into 100 ml of water. 2M HCl was added dropwise until pH=4. The precipitates were filtered, washed with water ... Starting materials: ClCCCl, CC(C)(C)OC(=O)NC(CC(=O)O)Cc1ccc(F)c(F)c1, CCN(C(C)C)C(C)C, ClCCl, On1nnc2ccccc21, c1cn2c(n1)CNCC2. Yields the product CC(C)(C)OC(=O)NC(CC(=O)N1CCn2ccnc2C1)Cc1ccc(F)c(F)c1. Reaction SMILES: [CH2:51]([Cl:52])[CH2:53][Cl:54].[CH3:10][C:11]([CH3:12])([O:13][C:14](=[O:15])[NH:16][CH:17]([CH2:18][C:19](=[O:20])[OH:21])[CH2:22][c:23]1[cH:24][c:25]([F:30])[c:26]([F:29])[cH:27][cH:28]1)[CH3:31].[CH:32]([N:33]([CH2:34][CH3:35])[CH:36]([CH3:37])[CH3:38])([CH3:39])[CH3:40].[Cl:55][CH2:56][Cl:57].[OH:41][n:42]1[c:43]2[c:44]([cH:45][cH:46][cH:47][cH:48]2)[n:49][n:50]1.[n:1]1[cH:2][cH:3][n:4]2[c:5]1[CH2:6][NH:7][CH2:8][CH2:9]2>>[n:1]1[cH:2][cH:3][n:4]2[c:5]1[CH2:6][N:7]([C:19]([CH2:18][CH:17]([NH:16][C:14]([O:13][C:11]([CH3:10])([CH3:12])[CH3:31])=[O:15])[CH2:22][c:23]1[cH:24][c:25]([F:30])[c:26]([F:29])[cH:27][cH:28]1)=[O:20])[CH2:8][CH2:9]2. Reactants: [N+](=O)(O)[O-] (nitric acid), C(Cl)Cl (methylene chloride), final solution, OC1=CC2=CC=CC=C2C=C1O (2,3-dihydroxynaphthalene). The solvent is C(C)OCC (diethyl ether), CCOCC (ether). The product is [N+](=O)([O-])C1=C(C(=CC2=CC=CC=C12)O)O (1-Nitronaphthalene-2,3-diol). As a reaction SMILES: [N+:1]([O-:4])(O)=[O:2].C(Cl)Cl.[OH:8][C:9]1[C:18]([OH:19])=[CH:17][C:16]2[C:11](=[CH:12][CH:13]=[CH:14][CH:15]=2)[CH:10]=1>C(OCC)C>[N+:1]([C:10]1[C:11]2[C:16](=[CH:15][CH:14]=[CH:13][CH:12]=2)[CH:17]=[C:18]([OH:19])[C:9]=1[OH:8])([O-:4])=[O:2]. Procedure: Fuming nitric acid (4.2 ml) was added to methylene chloride (50 ml) and the resulting solution diluted with diethyl ether (100 ml): Then 3-methylbuthylnitrite (1.9 ml) was added and this final solution added at 25-30° C. to a solution of 2,3-dihydroxynaphthalene (16.0 g) in ether (100 ml).The reaction mixture was washed with water, extracted into potassium bicarbonate (1 M), acidified and finally extracted into ether. After column chromatography (SiO2, toluene-ethyl acetate-acetic acid 18:1:1) t... The solvent is C1CCOC1 (THF). Reaction SMILES: [CH3:1][O:2][C:3]([C:5]1[S:6][C:7]([C:26]#[C:27][C:28]([CH3:31])([CH3:30])[CH3:29])=[CH:8][C:9]=1[N:10]1[CH:15]([CH:16]2[CH2:21][CH2:20][CH2:19][CH2:18][CH2:17]2)[CH2:14][O:13][C@H:12]([CH2:22][CH:23]=[CH2:24])[C:11]1=[O:25])=[O:4].[Li+].[CH3:33]C([N-]C(C)C)C.CI>C1COCC1>[CH3:1][O:2][C:3]([C:5]1[S:6][C:7]([C:26]#[C:27][C:28]([CH3:31])([CH3:30])[CH3:29])=[CH:8][C:9]=1[N:10]1[C@H:15]([CH:16]2[CH2:17][CH2:18][CH2:19][CH2:20][CH2:21]2)[CH2:14][O:13][C@:12]([CH2:22][CH:23]=[CH2:24])([CH3:33])[C:11]1=[O:25])=[O:4].[CH3:1][O:2][C:3]([C:5]1[S:6][C:7]([C:26]#[C:27][C:28]([CH3:31])([CH3:30])[CH3:29])=[CH:8][C:9]=1[N:10]1[C@H:15]([CH:16]2[CH2:17][CH2:18][CH2:19][CH2:20][CH2:21]2)[CH2:14][O:13][C@@:12]([CH2:22][CH:23]=[CH2:24])([CH3:33])[C:11]1=[O:25])=[O:4] |f:1.2|. Procedure: To a solution of 3-((R)-2-Allyl-5-cyclohexyl-3-oxo-morpholin-4-yl)-5-(3,3-dimethyl-but-1-ynyl)-thiophene-2-carboxylic acid methyl ester (120 mg, 0.27 mmol, 1.0 equiv) in THF (1.0 mL) at −78° C. was added LDA (0.16 mL, 2.0 M in THF, 0.32 mmol, 1.2 equiv) and the resulting solution was stirred at −78° C. for 20 minutes. To the solution was then added methyliodide (192 mg, 1.35 mmol, 5.0 equiv). The solution was warmed to room temperature and the stirred at this temperature for 30 minutes. The reac... Run at temperature -78 celsius, time 20 minute. The reactants are COC(=O)C=1SC(=CC1N1C([C@H](OCC1C1CCCCC1)CC=C)=O)C#CC(C)(C)C (3-((R)-2-Allyl-5-cyclohexyl-3-oxo-morpholin-4-yl)-5-(3,3-dimethyl-but-1-ynyl)-thiophene-2-carboxylic acid methyl ester), [Li+].CC(C)[N-]C(C)C (LDA), CI (methyliodide). The product is COC(=O)C=1SC(=CC1N1C([C@](OC[C@H]1C1CCCCC1)(C)CC=C)=O)C#CC(C)(C)C (3-((2S,5R)-2-Allyl-5-cyclohexyl-2-methyl-3-oxo-morpholin-4-yl)-5-(3,3-dimethyl-but-1-ynyl)-thiophene-2-carboxylic acid methyl ester), COC(=O)C=1SC(=CC1N1C([C@@](OC[C@H]1C1CCCCC1)(C)CC=C)=O)C#CC(C)(C)C (3-((2R,5R)-2-Allyl-5-cyclohexyl-2-methyl-3-oxo-morpholin-4-yl)-5-(3,3-dimethyl-but-1-ynyl)-thiophene-2-carboxylic acid methyl ester).